The task is: describe an organic reaction: reactants, conditions, products, and yield. This data is from the Open Reaction Database (ORD), a public repository of structured organic reaction records. The reactants are C(C1=CC=CC=C1)O[C@@H]1[C@H](O[C@H]([C@@H]([C@H]1OCC1=CC=CC=C1)OCC1=CC=CC=C1)C1=C(C=C(C(=C1)CC1=CC=C(C=C1)CC)Cl)CCOCC(F)(F)F)COCC1=CC=CC=C1 ((2R,3R,4R,5S,6S)-3,4,5-tris(benzyloxy)-2-(benzyloxymethyl)-6-(4-chloro-5-(4-ethylbenzyl)-2-(2-(2,2,2-trifluoroethoxy)ethyl)phenyl)tetrahydro-2H-pyran). Reagents/catalysts: [Pd] (Pd/C). Run in CO.C1CCOC1 (MeOH THF). Run at time 2 hour. Yields the product ClC1=CC(=C(C=C1CC1=CC=C(C=C1)CC)[C@@H]1O[C@@H]([C@H]([C@@H]([C@H]1O)O)O)CO)CCOCC(F)(F)F ((2S,3R,4R,5S,6R)-2-(4-chloro-5-(4-ethylbenzyl)-2-(2-(2,2,2-trifluoroethoxy)ethyl)phenyl)-6-(hydroxymethyl)tetrahydro-2H-pyran-3,4,5-triol). The yield is 51.0%. Reaction SMILES: C([O:8][C@H:9]1[C@H:14]([O:15]CC2C=CC=CC=2)[C@@H:13]([O:23]CC2C=CC=CC=2)[C@H:12]([C:31]2[CH:36]=[C:35]([CH2:37][C:38]3[CH:43]=[CH:42][C:41]([CH2:44][CH3:45])=[CH:40][CH:39]=3)[C:34]([Cl:46])=[CH:33][C:32]=2[CH2:47][CH2:48][O:49][CH2:50][C:51]([F:54])([F:53])[F:52])[O:11][C@@H:10]1[CH2:55][O:56]CC1C=CC=CC=1)C1C=CC=CC=1>CO.C1COCC1.[Pd]>[Cl:46][C:34]1[C:35]([CH2:37][C:38]2[CH:43]=[CH:42][C:41]([CH2:44][CH3:45])=[CH:40][CH:39]=2)=[CH:36][C:31]([C@H:12]2[C@H:13]([OH:23])[C@@H:14]([OH:15])[C@H:9]([OH:8])[C@@H:10]([CH2:55][OH:56])[O:11]2)=[C:32]([CH2:47][CH2:48][O:49][CH2:50][C:51]([F:54])([F:52])[F:53])[CH:33]=1 |f:1.2|. Procedure: A mixture of (2R,3R,4R,5S,6S)-3,4,5-tris(benzyloxy)-2-(benzyloxymethyl)-6-(4-chloro-5-(4-ethylbenzyl)-2-(2-(2,2,2-trifluoroethoxy)ethyl)phenyl)tetrahydro-2H-pyran (30 mg, 0.034 mmol) and 10% Pd/C (30 mg) in 6 mL of MeOH:THF (1:1) was stirred under H2 atmosphere (1 atm) for 2 h. The mixture was filtered, and the filtrate was concentrated to provide the crude product, which was purified by HPLC to yield 9 mg of title compound. 1H-NMR (CD3OD, 300 MHz) δ 7.40 (s, 1H), 7.27 (s, 1H), 7.10 (s, 4H), 4.4... Reactants: COc2ccc1ccccc1c2 (substrate), Cc1ccc([Mg]Br)cc1 (effective_coupling_partner). The reagents and catalysts are ItBu. Run at temperature 60 celsius, time 24 hour. Product: Cc3ccc(c2ccc1cc(C)ccc1c2)cc3. Starting materials: C1(\C=C/C(=O)O1)=O (maleic acid anhydride), C(CCCCCCCCCCCCCCC)N (hexadecylamine). Solvent: C1(=CC=CC=C1)C (toluene), C1(=CC=CC=C1)C (toluene). The product is C(CCCCCCCCCCCCCCC)NC(\C=C/C(=O)O)=O (N-hexadecylmaleic amide). The yield is 65.7%. As a reaction SMILES: [C:1]1(=[O:7])[O:6][C:4](=[O:5])[CH:3]=[CH:2]1.[CH2:8]([NH2:24])[CH2:9][CH2:10][CH2:11][CH2:12][CH2:13][CH2:14][CH2:15][CH2:16][CH2:17][CH2:18][CH2:19][CH2:20][CH2:21][CH2:22][CH3:23]>C1(C)C=CC=CC=1>[CH2:8]([NH:24][C:1](=[O:7])/[CH:2]=[CH:3]\[C:4]([OH:6])=[O:5])[CH2:9][CH2:10][CH2:11][CH2:12][CH2:13][CH2:14][CH2:15][CH2:16][CH2:17][CH2:18][CH2:19][CH2:20][CH2:21][CH2:22][CH3:23]. Reported procedure: 19.6 g of maleic acid anhydride are dissolved in 500 ml of toluene at 90° C. The temperature is maintained at 90° C. while 48.2 g of hexadecylamine, dissolved in 200 ml of toluene are added dropwise within 45 minutes. After one more hour at 90° C. followed by cooling, the resulting precipitate is suction filtered and washed with methanol. 44.5 g of N-hexadecylmaleic amide melting at 101° to 102.5° C. are obtained. Reactants: N1=CC=CC2=CC=CC=C12 (quinoline), C(CCC)C=1C=C(NC(CC(C)=O)=O)C=CC1 (m-(n-butyl)-acetylacetanilide), C(OC)([O-])[O-] (methyl orthoformate), CO (methanol). Reagents/catalysts: C1(=CC=C(C=C1)S(=O)(=O)O)C (p-toluene sulfonic acid). The product is C(CCC)C=1C=C(NC(\C=C(\C)/OC)=O)C=CC1 (m-(n-butyl)-3-methoxy-crotonanilide). Isolated yield 69.9%. Run at temperature 20 celsius, time 16 hour. Run in C1(=CC=CC=C1)C (toluene). Procedure details: A mixture of 8.5 g of m-(n-butyl)-acetylacetanilide, 5.7 g of methyl orthoformate, 80 ml of methanol and 0.3 g of p-toluene sulfonic acid was stirred at 20° C for 16 hours and after the addition of 100 ml of toluene and 0.6 ml of quinoline, the mixture was heated at 140° C for one hour while distilling the toluene-methanol azeotrope. After refluxing for 30 minutes, another 100 ml of toluene were added thereto and the reaction was completed when the solvent was evaporated. The residue was chromat... RXN SMILES: [CH2:1]([C:5]1[CH:6]=[C:7]([CH:15]=[CH:16][CH:17]=1)[NH:8][C:9](=[O:14])[CH2:10][C:11](=[O:13])[CH3:12])[CH2:2][CH2:3][CH3:4].[CH:18]([O-])([O-])OC.CO.N1C2C(=CC=CC=2)C=CC=1>C1(C)C=CC(S(O)(=O)=O)=CC=1.C1(C)C=CC=CC=1>[CH2:1]([C:5]1[CH:6]=[C:7]([CH:15]=[CH:16][CH:17]=1)[NH:8][C:9](=[O:14])/[CH:10]=[C:11](\[O:13][CH3:18])/[CH3:12])[CH2:2][CH2:3][CH3:4].